The task is: describe an organic reaction: reactants, conditions, products, and yield. This data is from the Open Reaction Database (ORD), a public repository of structured organic reaction records. Reactants: C(C1=CC=CC=C1)N1CC2C(CCC(C2C1)=O)(C=1C=C(C=CC1)C)C=1C=C(C=CC1)C ((3aRS,7aRS)-2-benzyl-7,7-bis-(3-tolyl)-4-perhydroisoindolone), ClC(=O)OC=C (vinyl chloroformate). Solvent: ClCCCl (1,2-dichloroethane). Yields the product C1(=CC(=CC=C1)C1(CCC(C2CN(CC12)C(=O)OC=C)=O)C=1C=C(C=CC1)C)C ((3aRS,7aRS)-7,7-bis-(3-tolyl)-2-vinyloxycarbonyl-4-perhydroisoindolone). RXN SMILES: C([N:8]1[CH2:16][CH:15]2[CH:10]([C:11]([C:25]3[CH:26]=[C:27]([CH3:31])[CH:28]=[CH:29][CH:30]=3)([C:18]3[CH:19]=[C:20]([CH3:24])[CH:21]=[CH:22][CH:23]=3)[CH2:12][CH2:13][C:14]2=[O:17])[CH2:9]1)C1C=CC=CC=1.Cl[C:33]([O:35][CH:36]=[CH2:37])=[O:34]>ClCCCl>[C:20]1([CH3:24])[CH:21]=[CH:22][CH:23]=[C:18]([C:11]2([C:25]3[CH:26]=[C:27]([CH3:31])[CH:28]=[CH:29][CH:30]=3)[CH:10]3[CH:15]([CH2:16][N:8]([C:33]([O:35][CH:36]=[CH2:37])=[O:34])[CH2:9]3)[C:14](=[O:17])[CH2:13][CH2:12]2)[CH:19]=1. Reported procedure: A solution of (3aRS,7aRS)-2-benzyl-7,7-bis-(3-tolyl)-4-perhydroisoindolone (13.7 g) in 1,2-dichloroethane (150 cc) is treated with vinyl chloroformate (3.7 cc) and the mixture is refluxed for 3 hours and then concentrated under reduced pressure (2.7 kPa). The residue is chromatographed on silica gel (particle size 0.04-0.063 mm, column 5.4 cm in diameter and 39 cm high), eluting under a nitrogen pressure of 0.5 bar with a mixture of cyclohexane and ethyl acetate (80/20). Fractions 23 to 39 are c... Reactants: FC1=CC=C(C=C1)N1C(C2=CC=C(C=C2CC1)OC)CC1=CC=C(C=C1)O (2-(4-fluorophenyl)-1-(4-hydroxybenzyl)-6-methoxy-1,2,3,4-tetrahydroisoquinoline), Cl.ClCCC1N(CCC1)C (2-(2-chloroethyl)-1-methylpyrrolidine hydrochloride). Procedure details: The title compound was prepared as described in Example 3.D, using 2-(4-fluorophenyl)-1-(4-hydroxybenzyl)-6-methoxy-1,2,3,4-tetrahydroisoquinoline (0.13 g, 0.36 mmol) and 2-(2-chloroethyl)-1-methylpyrrolidine hydrochloride (0.079 g, 0.429 mmol) to provide the title compound (0.076 g, 45% yield): ES-MS (m/z) 475 [M+H]+. Isolated yield 44.5%. As a reaction SMILES: [F:1][C:2]1[CH:7]=[CH:6][C:5]([N:8]2[CH2:17][CH2:16][C:15]3[C:10](=[CH:11][CH:12]=[C:13]([O:18][CH3:19])[CH:14]=3)[CH:9]2[CH2:20][C:21]2[CH:26]=[CH:25][C:24]([OH:27])=[CH:23][CH:22]=2)=[CH:4][CH:3]=1.Cl.Cl[CH2:30][CH2:31][CH:32]1[CH2:36][CH2:35][CH2:34][N:33]1[CH3:37]>>[F:1][C:2]1[CH:7]=[CH:6][C:5]([N:8]2[CH2:17][CH2:16][C:15]3[C:10](=[CH:11][CH:12]=[C:13]([O:18][CH3:19])[CH:14]=3)[CH:9]2[CH2:20][C:21]2[CH:22]=[CH:23][C:24]([O:27][CH2:30][CH2:31][CH:32]3[CH2:36][CH2:35][CH2:34][N:33]3[CH3:37])=[CH:25][CH:26]=2)=[CH:4][CH:3]=1 |f:1.2|. Product: FC1=CC=C(C=C1)N1C(C2=CC=C(C=C2CC1)OC)CC1=CC=C(C=C1)OCCC1N(CCC1)C (2-(4-Fluorophenyl)-6-methoxy-1-{4-[(2-(1-methylpyrrolidin-2-yl))ethoxy]benzyl}-1,2,3,4-tetrahydroisoquinoline). The reactants are C1COCCO1, CCOC(C)=O, Cl, [Li+], [OH-], O, O, CC(C)c1ccc2c(Nc3cc(C(=O)Nc4cncc(F)c4)ccc3Sc3ccc(NC(=O)OCC4c5ccccc5-c5ccccc54)cc3)ncnc2n1. The product is CC(C)c1ccc2c(Nc3cc(C(=O)Nc4cncc(F)c4)ccc3Sc3ccc(N)cc3)ncnc2n1. RXN SMILES: [CH2:60]1[O:61][CH2:62][CH2:63][O:64][CH2:65]1.[CH3:67][CH2:68][O:69][C:70](=[O:71])[CH3:72].[ClH:59].[Li+:58].[OH-:57].[OH2:56].[OH2:66].[cH:1]1[c:2]2[c:14]([cH:15][cH:16][cH:55]1)-[c:9]1[c:8]([cH:13][cH:12][cH:11][cH:10]1)[CH:3]2[CH2:4][O:5][C:6](=[O:7])[NH:17][c:18]1[cH:19][cH:20][c:21]([S:24][c:25]2[c:26]([NH:41][c:42]3[c:43]4[c:44]([n:45][cH:46][n:47]3)[n:48][c:49]([CH:52]([CH3:53])[CH3:54])[cH:50][cH:51]4)[cH:27][c:28]([C:31]([NH:32][c:33]3[cH:34][n:35][cH:36][c:37]([F:39])[cH:38]3)=[O:40])[cH:29][cH:30]2)[cH:22][cH:23]1>>[NH2:17][c:18]1[cH:19][cH:20][c:21]([S:24][c:25]2[c:26]([NH:41][c:42]3[c:43]4[c:44]([n:45][cH:46][n:47]3)[n:48][c:49]([CH:52]([CH3:53])[CH3:54])[cH:50][cH:51]4)[cH:27][c:28]([C:31]([NH:32][c:33]3[cH:34][n:35][cH:36][c:37]([F:39])[cH:38]3)=[O:40])[cH:29][cH:30]2)[cH:22][cH:23]1. The reactants are COc1ccc2c(C(=O)O)c(C(C)C)n(Cc3ccccc3)c2c1, ClCCCl, CN(C)c1ccncc1, CCOC(C)=O, ClCCl, NCc1ccc(F)c(F)c1. The product is COc1ccc2c(C(=O)NCc3ccc(F)c(F)c3)c(C(C)C)n(Cc3ccccc3)c2c1. As a reaction SMILES: [CH2:1]([c:2]1[cH:3][cH:4][cH:5][cH:6][cH:7]1)[n:8]1[c:9]([CH:22]([CH3:23])[CH3:24])[c:10]([C:19](=[O:20])[OH:21])[c:11]2[cH:12][cH:13][c:14]([O:17][CH3:18])[cH:15][c:16]12.[CH2:25]([Cl:26])[CH2:27][Cl:28].[CH3:42][N:43]([c:44]1[cH:45][cH:46][n:47][cH:48][cH:49]1)[CH3:50].[CH3:51][CH2:52][O:53][C:54]([CH3:55])=[O:56].[Cl:39][CH2:40][Cl:41].[F:29][c:30]1[cH:31][c:32]([CH2:33][NH2:34])[cH:35][cH:36][c:37]1[F:38]>>[CH2:1]([c:2]1[cH:3][cH:4][cH:5][cH:6][cH:7]1)[n:8]1[c:9]([CH:22]([CH3:23])[CH3:24])[c:10]([C:19](=[O:20])[NH:34][CH2:33][c:32]2[cH:31][c:30]([F:29])[c:37]([F:38])[cH:36][cH:35]2)[c:11]2[cH:12][cH:13][c:14]([O:17][CH3:18])[cH:15][c:16]12. The reactants are CC(=O)C (acetone), NC1CCN(CC1)CC1=CN(C(C2=CC=C(C=C12)C=1C=C(C(=O)NC2CC2)C=C(C1C)F)=O)CC1CC1 (3-(4-((4-Aminopiperidin-1-yl)methyl)-2-(cyclopropylmethyl)-1-oxo-1,2-dihydroisoquinolin-6-yl)-N-cyclopropyl-5-fluoro-4-methylbenzamide), C(C)(=O)O[BH-](OC(C)=O)OC(C)=O.[Na+] (sodium triacetoxyborohydride). Run in ClCCl (dichloromethane). Run at time 5 minute. Yields the product C1(CC1)NC(C1=CC(=C(C(=C1)F)C)C=1C=C2C(=CN(C(C2=CC1)=O)CC1CC1)CN1CCC(CC1)NC(C)C)=O (N-Cyclopropyl-3-(2-(cyclopropylmethyl)-4-((4-(isopropylamino)piperidin-1-yl)methyl)-1-oxo-1,2-dihydroisoquinolin-6-yl)-5-fluoro-4-methylbenzamide). As a reaction SMILES: [NH2:1][CH:2]1[CH2:7][CH2:6][N:5]([CH2:8][C:9]2[C:18]3[C:13](=[CH:14][CH:15]=[C:16]([C:19]4[CH:20]=[C:21]([CH:28]=[C:29]([F:32])[C:30]=4[CH3:31])[C:22]([NH:24][CH:25]4[CH2:27][CH2:26]4)=[O:23])[CH:17]=3)[C:12](=[O:33])[N:11]([CH2:34][CH:35]3[CH2:37][CH2:36]3)[CH:10]=2)[CH2:4][CH2:3]1.[CH3:38][C:39]([CH3:41])=O.C(O[BH-](OC(=O)C)OC(=O)C)(=O)C.[Na+]>ClCCl>[CH:25]1([NH:24][C:22](=[O:23])[C:21]2[CH:28]=[C:29]([F:32])[C:30]([CH3:31])=[C:19]([C:16]3[CH:17]=[C:18]4[C:13](=[CH:14][CH:15]=3)[C:12](=[O:33])[N:11]([CH2:34][CH:35]3[CH2:36][CH2:37]3)[CH:10]=[C:9]4[CH2:8][N:5]3[CH2:6][CH2:7][CH:2]([NH:1][CH:39]([CH3:41])[CH3:38])[CH2:3][CH2:4]3)[CH:20]=2)[CH2:26][CH2:27]1 |f:2.3|. Procedure details: The product of Example 83 (50 mg) was dissolved in dichloromethane (10 mL) and acetone (0.037 mL) added. The solution was stirred for 5 minutes then sodium triacetoxyborohydride (63.3 mg) added. The mixture was stirred at room temperature for 16 hours. The volatiles were removed under reduced pressure and the residue purified by HPLC to give the title compound as a solid (45 mg).